This data is from the Open Reaction Database (ORD), a public repository of structured organic reaction records. The task is: describe an organic reaction: reactants, conditions, products, and yield The reactants are C(=O)C1C2C(CCC1C)C2(C)C (2-formylcarane), C(C(C)=C)Cl (methallyl chloride), crude product, 3, CC(C)([O-])C.[K+] (potassium t-butoxide). Solvent: CN(C)C=O (DMF), [Cl-].[Na+].O (brine), CN(C)C=O (DMF), CN(C)C=O (DMF). Run at temperature 0 celsius, time 20 minute. Product: CC(CC1(C2C(C2CCC1C)(C)C)C=O)=C (2-(2-Methyl-2-propenyl)-3,7,7-trimethylbicyclo[4.1.0]heptane-2-carboxaldehyde). The yield is 66.7%. Reaction SMILES: [CH3:1][C:2]([CH3:5])([O-])[CH3:3].[K+].[CH:7]([CH:9]1[CH:14]([CH3:15])[CH2:13][CH2:12][CH:11]2[C:16]([CH3:18])([CH3:17])[CH:10]12)=[O:8].C(Cl)C(=C)C>CN(C=O)C.[Cl-].[Na+].O>[CH3:1][C:2](=[CH2:5])[CH2:3][C:9]1([CH:7]=[O:8])[CH:14]([CH3:15])[CH2:13][CH2:12][CH:11]2[CH:10]1[C:16]2([CH3:17])[CH3:18] |f:0.1,5.6.7|. Procedure details: A 4 neck 2 liter round bottomed flask was charged with 500 ml of DMF and 78.0 g of potassium t-butoxide (0.66 mole). The flask was cooled to 0° C. and 100.0 g of 2-formylcarane at a purity of 75% (0.45 mole) in 75 ml of DMF were added dropwise over 30 minutes at 0°-5° C. The mixture was stirred for 20 minutes at 0°-5° C. Then 60.0 g of methallyl chloride (0.66 mole) in 50 ml of DMF were added dropwise over about 25 minutes between 5°-12° C. The batch was poured with stirring into 2 liters of col... Reactants: Cc1ccccc1, CO, CC(Cl)c1ccc(-c2ccccc2F)cc1, [K+], [OH-], O, O=C(O)CS. Yields the product CC(SCC(=O)O)c1ccc(-c2ccccc2F)cc1. Reaction SMILES: [CH3:24][c:25]1[cH:26][cH:27][cH:28][cH:29][cH:30]1.[CH3:31][OH:32].[F:8][c:9]1[c:10](-[c:15]2[cH:16][cH:17][c:18]([CH:21]([CH3:22])[Cl:23])[cH:19][cH:20]2)[cH:11][cH:12][cH:13][cH:14]1.[K+:7].[OH-:6].[OH2:33].[SH:1][CH2:2][C:3](=[O:4])[OH:5]>>[S:1]([CH2:2][C:3](=[O:4])[OH:5])[CH:21]([c:18]1[cH:17][cH:16][c:15](-[c:10]2[c:9]([F:8])[cH:14][cH:13][cH:12][cH:11]2)[cH:20][cH:19]1)[CH3:22]. Starting materials: CCOc1cc(NC(=O)OC(C)(C)C)c(NC(=O)CC(=O)c2cccc(-c3cnc(C4CC4)cc3C)c2)cc1C(F)(F)F, ClCCl, O=C(O)C(F)(F)F. Product: CCOc1cc2c(cc1C(F)(F)F)NC(=O)CC(c1cccc(-c3cnc(C4CC4)cc3C)c1)=N2. RXN SMILES: [C:1]([O:2][C:3](=[O:4])[NH:7][c:8]1[c:9]([NH:21][C:22]([CH2:23][C:24](=[O:5])[c:26]2[cH:27][c:28](-[c:32]3[cH:33][n:34][c:35]([CH:39]4[CH2:40][CH2:41]4)[cH:36][c:37]3[CH3:38])[cH:29][cH:30][cH:31]2)=[O:42])[cH:10][c:11]([C:17]([F:18])([F:19])[F:20])[c:12]([O:14][CH2:15][CH3:16])[cH:13]1)([CH3:6])([CH3:25])[CH3:43].[Cl:51][CH2:52][Cl:53].[F:44][C:45]([F:46])([F:47])[C:48]([OH:49])=[O:50]>>[N:7]1=[C:24]([c:26]2[cH:27][c:28](-[c:32]3[cH:33][n:34][c:35]([CH:39]4[CH2:40][CH2:41]4)[cH:36][c:37]3[CH3:38])[cH:29][cH:30][cH:31]2)[CH2:23][C:22](=[O:42])[NH:21][c:9]2[c:8]1[cH:13][c:12]([O:14][CH2:15][CH3:16])[c:11]([C:17]([F:18])([F:19])[F:20])[cH:10]2. The reactants are C1(=CC=CC=C1)[C@H]1BN(O[C@@H]1C1=CC=CC=C1)C ((4R, 5S)-(+)-4,5-Diphenyl-2-methyl oxazaborolidine), CSC.B (Borane dimethylsulfide), C1CC2=CC=CC=C2C(=O)C1 (α-tetralone). Solvent: C1CCOC1 (THF). Run at temperature 0 celsius, time 15 minute. Yields the product 2.93, [C@H]1(CCCC2=CC=CC=C12)O ((R)-(+)-1,2,3,4-tetrahydro-1-naphthol). Isolated yield 99.0%. As a reaction SMILES: CSC.B.[CH2:5]1[CH2:15][C:13](=[O:14])[C:12]2[C:7](=[CH:8][CH:9]=[CH:10][CH:11]=2)[CH2:6]1.C1([C@@H]2[C@@H](C3C=CC=CC=3)ON(C)B2)C=CC=CC=1>C1COCC1>[C@H:13]1([OH:14])[C:12]2[C:7](=[CH:8][CH:9]=[CH:10][CH:11]=2)[CH2:6][CH2:5][CH2:15]1 |f:0.1|. Procedure details: Borane dimethylsulfide complex (2M in THF, 7.0 mL, 0.014 moles) was added over 45 minutes at ambient temperature to a solution of α-tetralone (2.92 g, 0.02 moles) and the title compound of Example 1 (247 mg, 0.001 moles) in THF (80 mL). The reaction mixture was stirred for 15 minutes (at which time thin layer chromatography indicated complete consumption of α-tetralone) and then cooled to 0° C. and quenched with methanol 27 mL). The quenched solution was allowed to warm to ambient temperature, w... The reactants are CN1N=NC=2C1=NC(=CC2)C (3,5-dimethyl-3H-[1,2,3]triazolo[4,5-b]pyridine), CON(C(=O)C1=NC(=CC=C1)C)C (6-methylpyridine-2-carboxylic acid methoxy-methyl-amide), solution, C[Si]([N-][Si](C)(C)C)(C)C.[Li+] (lithium hexamethyldisilazide), Cl (hydrochloric acid), C(O)([O-])=O.[Na+] (Sodium hydrogen carbonate). The solvent is O1CCCC1 (tetrahydrofuran), CO (Methanol), ClCCl (dichloromethane). Conditions: time 3 hour. Product: CC1=CC=CC(=N1)C(CC1=CC=C2C(=N1)N(N=N2)C)=O (1-(6-methyl-pyridin-2-yl)-2-(3-methyl-3H-[1,2,3]triazolo[4,5-b]pyridin-5-yl)-ethanone). Yield: 30.5%. Reaction SMILES: [CH3:1][N:2]1[C:6]2=[N:7][C:8]([CH3:11])=[CH:9][CH:10]=[C:5]2[N:4]=[N:3]1.CON(C)[C:15]([C:17]1[CH:22]=[CH:21][CH:20]=[C:19]([CH3:23])[N:18]=1)=[O:16].C[Si](C)(C)[N-][Si](C)(C)C.[Li+].Cl.C(=O)([O-])O.[Na+]>ClCCl.CO.O1CCCC1>[CH3:23][C:19]1[N:18]=[C:17]([C:15](=[O:16])[CH2:11][C:8]2[N:7]=[C:6]3[N:2]([CH3:1])[N:3]=[N:4][C:5]3=[CH:10][CH:9]=2)[CH:22]=[CH:21][CH:20]=1 |f:2.3,5.6|. Procedure details: To a stirred solution of 3,5-dimethyl-3H-[1,2,3]triazolo[4,5-b]pyridine of Step B (200 mg, 1.35 mmol), 6-methylpyridine-2-carboxylic acid methoxy-methyl-amide (268 mg, 1.49 mmol), and tetrahydrofuran (5 ml) a 1.0 M solution of lithium hexamethyldisilazide (3.0 ml, 3.0 mmol) was added −78° C. in 10 min. The mixture was warmed up to ambient temperature in 90 min and stirred at the same temperature for 3 h. Methanol (10 ml) and 10% hydrochloric acid (1.5 ml) were added and stirring continued for 18... Procedure: In the same manner as in Starting Material Synthesis Example 19 and using ethyl 2-(5-chloro-2-nitroanilino)benzo[b]thiophene-3-carboxylate, ethyl acetate, 10% palladium-carbon and hydrogen (60 atm kg/cm2), ethyl 2-(2-amino-5-chloroanilino)benzo[b]thiophene-3-carboxylate is obtained. Yields the product NC1=C(NC2=C(C3=C(S2)C=CC=C3)C(=O)OCC)C=C(C=C1)Cl (ethyl 2-(2-amino-5-chloroanilino)benzo[b]thiophene-3-carboxylate). Reactants: ClC=1C=CC(=C(NC2=C(C3=C(S2)C=CC=C3)C(=O)OCC)C1)[N+](=O)[O-] (ethyl 2-(5-chloro-2-nitroanilino)benzo[b]thiophene-3-carboxylate), [H][H] (hydrogen). Run in C(C)(=O)OCC (ethyl acetate). The reagents and catalysts are [C].[Pd] (palladium-carbon). RXN SMILES: [Cl:1][C:2]1[CH:3]=[CH:4][C:5]([N+:23]([O-])=O)=[C:6]([CH:22]=1)[NH:7][C:8]1[S:12][C:11]2[CH:13]=[CH:14][CH:15]=[CH:16][C:10]=2[C:9]=1[C:17]([O:19][CH2:20][CH3:21])=[O:18].[H][H]>[C].[Pd].C(OCC)(=O)C>[NH2:23][C:5]1[CH:4]=[CH:3][C:2]([Cl:1])=[CH:22][C:6]=1[NH:7][C:8]1[S:12][C:11]2[CH:13]=[CH:14][CH:15]=[CH:16][C:10]=2[C:9]=1[C:17]([O:19][CH2:20][CH3:21])=[O:18] |f:2.3|. The reactants are C(C1=CC=CC=C1)(=O)Cl (Benzoyl chloride), NC1=C(C=C(C2=CC=CC=C12)S(=O)(=O)O)O (4-amino-3-hydroxy-1-napthalenesulfonic acid). The solvent is N1=CC=CC=C1 (pyridine), O (water). Conditions: time 2 hour. The product is OC=1C=C(C2=CC=CC=C2C1NC(C1=CC=CC=C1)=O)S(=O)(=O)[O-].[NH+]1=CC=CC=C1 (pyridinium 3-hydroxy-4-(N-benzoylamino)-1-naphthalenesulfonate). Yield: 60.0%. Reaction SMILES: [C:1](Cl)(=[O:8])[C:2]1[CH:7]=[CH:6][CH:5]=[CH:4][CH:3]=1.[NH2:10][C:11]1[C:20]2[C:15](=[CH:16][CH:17]=[CH:18][CH:19]=2)[C:14]([S:21]([OH:24])(=[O:23])=[O:22])=[CH:13][C:12]=1[OH:25]>N1C=CC=CC=1.O>[OH:25][C:12]1[CH:13]=[C:14]([S:21]([O-:24])(=[O:22])=[O:23])[C:15]2[C:20]([C:11]=1[NH:10][C:1](=[O:8])[C:2]1[CH:7]=[CH:6][CH:5]=[CH:4][CH:3]=1)=[CH:19][CH:18]=[CH:17][CH:16]=2.[NH+:10]1[CH:11]=[CH:12][CH:13]=[CH:14][CH:15]=1 |f:4.5|. Reported procedure: Benzoyl chloride (1.8 ml) was added portionwise to a vigorously stirred suspension of 2.39 g 4-amino-3-hydroxy-1-napthalenesulfonic acid in a mixture of 50 ml pyridine and 20 ml water with cooling in an ice bath. The mixture was stirred for 2 hours at room temperature. The solid product was collected and washed with 10 ml of ice-cold water. Drying in a vacuum oven gave crude pyridinium 3-hydroxy-4-(N-benzoylamino)-1-naphthalenesulfonate (2.55 g, 60%); an analytical sample was prepared by recryst... The reactants are O=C([O-])[O-], CS(=O)(=O)c1ccc(F)cc1, [K+], [K+], CN(C)C=O, COC(=O)c1cc(O)cc(OCc2ccccc2)c1. The product is COC(=O)c1cc(OCc2ccccc2)cc(Oc2ccc(S(C)(=O)=O)cc2)c1. Reaction SMILES: [C:1](=[O:2])([O-:3])[O-:4].[F:26][c:27]1[cH:28][cH:29][c:30]([S:33](=[O:34])(=[O:35])[CH3:36])[cH:31][cH:32]1.[K+:5].[K+:6].[O:37]=[CH:38][N:39]([CH3:40])[CH3:41].[OH:7][c:8]1[cH:9][c:10]([C:11](=[O:12])[O:13][CH3:14])[cH:15][c:16]([O:18][CH2:19][c:20]2[cH:21][cH:22][cH:23][cH:24][cH:25]2)[cH:17]1>>[O:7]([c:8]1[cH:9][c:10]([C:11](=[O:12])[O:13][CH3:14])[cH:15][c:16]([O:18][CH2:19][c:20]2[cH:21][cH:22][cH:23][cH:24][cH:25]2)[cH:17]1)[c:27]1[cH:28][cH:29][c:30]([S:33](=[O:34])(=[O:35])[CH3:36])[cH:31][cH:32]1.